Dataset: the Open Reaction Database (ORD), a public repository of structured organic reaction records. Task: describe an organic reaction: reactants, conditions, products, and yield Reactants: [H-].[H-].[H-].[H-].[Li+].[Al+3] (LiAlH4), C(C1=CC=CC=C1)(=O)NC1(CCC1)CC(=O)OCC (ethyl 1-(benzoylamino)-cyclobutylacetate). The reagents and catalysts are O (water). Run in C1CCOC1 (THF), C(C)(=O)OCC (ethyl acetate). Run at time 1 hour. The product is C(C1=CC=CC=C1)NC1(CCC1)CCO (2-[1-(benzylamino)cyclobutyl]ethanol). The yield is 60.7%. RXN SMILES: [H-].[H-].[H-].[H-].[Li+].[Al+3].[C:7]([NH:15][C:16]1([CH2:20][C:21](OCC)=[O:22])[CH2:19][CH2:18][CH2:17]1)(=O)[C:8]1[CH:13]=[CH:12][CH:11]=[CH:10][CH:9]=1>C1COCC1.O.C(OCC)(=O)C>[CH2:7]([NH:15][C:16]1([CH2:20][CH2:21][OH:22])[CH2:19][CH2:18][CH2:17]1)[C:8]1[CH:13]=[CH:12][CH:11]=[CH:10][CH:9]=1 |f:0.1.2.3.4.5|. Procedure: LiAlH4 (3.88 g, 0.102 mol) was added to a solution of ethyl 1-(benzoylamino)-cyclobutylacetate (5.30 g, 20.3 mmol) in THF (100 mL) at room temperature. The mixture was stirred for 1 hour, then refluxed for one additional hour. The mixture was cooled in an ice-water bath, a few drops of water were added, and the mixture was allowed to stand overnight. The mixture was diluted with ethyl acetate, dried over anhydrous Na2SO4, filtered, and concentrated in vacuo. Distillation of the residue gave the ... Starting materials: Br, CC#N, COc1cccc2c1CCNCC2. Yields the product Br, Oc1cccc2c1CCNCC2. RXN SMILES: [BrH:14].[CH3:15][C:16]#[N:17].[CH3:1][O:2][c:3]1[cH:4][cH:5][cH:6][c:7]2[c:13]1[CH2:12][CH2:11][NH:10][CH2:9][CH2:8]2>>[BrH:14].[OH:2][c:3]1[cH:4][cH:5][cH:6][c:7]2[c:13]1[CH2:12][CH2:11][NH:10][CH2:9][CH2:8]2. The reactants are CC(C)CC(C(=O)N1C(=O)OCC1Cc1ccccc1)c1cc(Nc2cc(C(F)(F)F)ccc2C(F)(F)F)cc(-c2ccc(C(F)(F)F)cc2)c1, C1CCOC1, [Li+], [Na+], [Na+], [OH-], O, O, OO, O=S([O-])[O-]. Yields the product CC(C)CC(C(=O)O)c1cc(Nc2cc(C(F)(F)F)ccc2C(F)(F)F)cc(-c2ccc(C(F)(F)F)cc2)c1. As a reaction SMILES: [CH2:1]([CH:2]1[CH2:3][O:4][C:5](=[O:6])[N:7]1[C:14](=[O:8])[CH:15]([CH2:16][CH:17]([CH3:18])[CH3:19])[c:20]1[cH:21][c:22](-[c:41]2[cH:42][cH:43][c:44]([C:47]([F:48])([F:49])[F:50])[cH:45][cH:46]2)[cH:23][c:24]([NH:26][c:27]2[c:28]([C:37]([F:38])([F:39])[F:40])[cH:29][cH:30][c:31]([C:33]([F:34])([F:35])[F:36])[cH:32]2)[cH:25]1)[c:9]1[cH:10][cH:11][cH:12][cH:13][cH:51]1.[CH2:63]1[O:64][CH2:65][CH2:66][CH2:67]1.[Li+:53].[Na+:61].[Na+:62].[OH-:52].[OH2:54].[OH2:68].[OH:55][OH:56].[S:57]([O-:58])([O-:59])=[O:60]>>[C:14]([CH:15]([CH2:16][CH:17]([CH3:18])[CH3:19])[c:20]1[cH:21][c:22](-[c:41]2[cH:42][cH:43][c:44]([C:47]([F:48])([F:49])[F:50])[cH:45][cH:46]2)[cH:23][c:24]([NH:26][c:27]2[c:28]([C:37]([F:38])([F:39])[F:40])[cH:29][cH:30][c:31]([C:33]([F:34])([F:35])[F:36])[cH:32]2)[cH:25]1)(=[O:52])[OH:54].